This data is from the Open Reaction Database (ORD), a public repository of structured organic reaction records. The task is: describe an organic reaction: reactants, conditions, products, and yield Starting materials: Cl.CC=1C=C(C2=C(NC3=C(N=C2)C=CC=C3)C1)N (3-methyl-5H-dibenzo[b,e][1,4]diazepin-1-ylamine hydrochloride), CS(=O)C (DMSO), FC=1C=C(C=CC1)CC[C@@H]1NCCNC1 ((S)-2-[2-(3-Fluoro-phenyl)-ethyl]-piperazine), C(C)(C)N(C(C)C)CC (N,N-diisopropylethylamine). Solvent: C(C)(=O)OCC (ethyl acetate), C1(=CC=CC=C1)C (toluene). Run at temperature 110 celsius, time 64 hour. Yields the product FC=1C=C(C=CC1)CC[C@H]1CN(CCN1)C=1C2=C(NC3=C(N1)C=CC=C3)C=C(C=C2)C (11-{(S)-3-[2-(3-Fluoro-phenyl)-ethyl]-piperazin-1-yl}-3-methyl-5H-dibenzo[b,e][1,4]diazepine). Yield: 66.3%. Reaction SMILES: Cl.[CH3:2][C:3]1[CH:4]=[C:5](N)[C:6]2[CH:12]=[N:11][C:10]3[CH:13]=[CH:14][CH:15]=[CH:16][C:9]=3[NH:8][C:7]=2[CH:17]=1.[F:19][C:20]1[CH:21]=[C:22]([CH2:26][CH2:27][C@H:28]2[CH2:33][NH:32][CH2:31][CH2:30][NH:29]2)[CH:23]=[CH:24][CH:25]=1.C(N(CC)C(C)C)(C)C.CS(C)=O>C(OCC)(=O)C.C1(C)C=CC=CC=1>[F:19][C:20]1[CH:21]=[C:22]([CH2:26][CH2:27][C@@H:28]2[NH:29][CH2:30][CH2:31][N:32]([C:12]3[C:6]4[CH:5]=[CH:4][C:3]([CH3:2])=[CH:17][C:7]=4[NH:8][C:9]4[CH:16]=[CH:15][CH:14]=[CH:13][C:10]=4[N:11]=3)[CH2:33]2)[CH:23]=[CH:24][CH:25]=1 |f:0.1|. Procedure details: Combine 3-methyl-5H-dibenzo[b,e][1,4]diazepin-1-ylamine hydrochloride (400.0 mg, 1.54 mmol), (S)-2-[2-(3-Fluoro-phenyl)-ethyl]-piperazine (641.5 mg, 3.08 mmol), N,N-diisopropylethylamine (199.0 mg, 1.54 mmol), DMSO (0.7 ml), and toluene (2.8 ml). Stir and heat the mixture at 110° C. After 64 hours, cool the mixture to ambient temperature and then dilute it with ethyl acetate. Wash the organic layer with 0.1 N NaOH and brine. Dry (sodium sulfate) and concentrate the organic layer to residue. Puri... Reactants: O=C([O-])[O-], CC(C)I, [Na+], [Na+], CN(C)C=O, CNC(=O)c1c(-c2ccc(F)cc2)oc2ccc(-c3cccc(-c4nnn[nH]4)c3)cc12. Product: CNC(=O)c1c(-c2ccc(F)cc2)oc2ccc(-c3cccc(-c4nnn(C(C)C)n4)c3)cc12. Reaction SMILES: [C:36](=[O:37])([O-:38])[O-:39].[I:1][CH:2]([CH3:3])[CH3:4].[Na+:40].[Na+:41].[O:42]=[CH:43][N:44]([CH3:45])[CH3:46].[nH:5]1[n:6][n:7][n:8][c:9]1-[c:10]1[cH:11][c:12](-[c:16]2[cH:17][cH:18][c:19]3[c:20]([c:21]([C:31](=[O:32])[NH:33][CH3:34])[c:22](-[c:24]4[cH:25][cH:26][c:27]([F:30])[cH:28][cH:29]4)[o:23]3)[cH:35]2)[cH:13][cH:14][cH:15]1>>[CH:2]([CH3:3])([CH3:4])[n:6]1[n:5][c:9](-[c:10]2[cH:11][c:12](-[c:16]3[cH:17][cH:18][c:19]4[c:20]([c:21]([C:31](=[O:32])[NH:33][CH3:34])[c:22](-[c:24]5[cH:25][cH:26][c:27]([F:30])[cH:28][cH:29]5)[o:23]4)[cH:35]3)[cH:13][cH:14][cH:15]2)[n:8][n:7]1. Starting materials: [N+](=O)([O-])C1=C(CNC2=CC3=C(C(NC4=NC=CC=C34)=O)C=C2)C=CC=C1 (9-(2-Nitrobenzylamino)benzo[c][1,8]naphthyridin-6(5H)-one). The reagents and catalysts are [Pd] (Pd/C). Run in CO (MeOH). Yields the product NC1=C(CNC2=CC3=C(C(NC4=NC=CC=C34)=O)C=C2)C=CC=C1 (9-(2-Aminobenzylamino)benzo[c][1,8]naphthyridin-6(5H)-one). The yield is 2.6%. RXN SMILES: [N+:1]([C:4]1[CH:26]=[CH:25][CH:24]=[CH:23][C:5]=1[CH2:6][NH:7][C:8]1[CH:22]=[CH:21][C:11]2[C:12](=[O:20])[NH:13][C:14]3[C:19]([C:10]=2[CH:9]=1)=[CH:18][CH:17]=[CH:16][N:15]=3)([O-])=O>CO.[Pd]>[NH2:1][C:4]1[CH:26]=[CH:25][CH:24]=[CH:23][C:5]=1[CH2:6][NH:7][C:8]1[CH:22]=[CH:21][C:11]2[C:12](=[O:20])[NH:13][C:14]3[C:19]([C:10]=2[CH:9]=1)=[CH:18][CH:17]=[CH:16][N:15]=3. Reported procedure: 466 (21 mg, 0.6 mmol) was dissolved in MeOH (130 mL) then reduced by flow chemistry on an H-Cube instrument (Pd/C cartridge, flow rate of 1.9 mL/min, 10 bar). The reaction solution was concentrated and purified via prep-LC-MS to provide 467 (5 mg, 24% yield) as a white powder. LC-MS (M+H=317, obsd.=317). 1H NMR (400 MHz, DMSO-D6) δ 8.53 (d, J=9.0, 2H), 8.22 (s, 1H), 8.07 (d, J=8.6, 1H), 7.42 (s, 1H), 7.34 (d, J=5.0, 1H), 6.84 (m, 2H), 6.66 (dd, J=7.5, 20.2, 2H), 6.34 (s, 1H), 6.20 (s, 2H), 5.46 ... The reactants are C1=C(C=CC=2OC3=C(C21)CCCC3)C(CC(=O)O)CC(=O)O (3-(6,7,8,9-tetrahydro-2-dibenzofuranyl)-glutaric acid). The solvent is C(C)(=O)OC(C)=O (acetic anhydride). The product is C1=C(C=CC=2OC3=C(C21)CCCC3)C3CC(=O)OC(C3)=O (3-(6,7,8,9-tetrahydro-2-dibenzofuranyl)-glutaric anhydride). Reaction SMILES: [CH:1]1[C:9]2[C:8]3[CH2:10][CH2:11][CH2:12][CH2:13][C:7]=3[O:6][C:5]=2[CH:4]=[CH:3][C:2]=1[CH:14]([CH2:19][C:20]([OH:22])=[O:21])[CH2:15][C:16](O)=[O:17]>C(OC(=O)C)(=O)C>[CH:1]1[C:9]2[C:8]3[CH2:10][CH2:11][CH2:12][CH2:13][C:7]=3[O:6][C:5]=2[CH:4]=[CH:3][C:2]=1[CH:14]1[CH2:15][C:16](=[O:17])[O:21][C:20](=[O:22])[CH2:19]1. Reported procedure: 30.2 g (0.1 mol) of 3-(6,7,8,9-tetrahydro-2-dibenzofuranyl)-glutaric acid are refluxed with 100 ml of acetic anhydride for 11/2 hours. On leaving the cooled dark solution to stand, a crystalline precipitate forms and is filtered off after 48 hours and washed with cold toluene. The 3-(6,7,8,9-tetrahydro-2-dibenzofuranyl)-glutaric anhydride thus obtained melts at 164°-166°. After concentrating the filtrate under a waterpump vacuum, an addititonal amount of 3-(6,7,8,9-tetrahydro-2-dibenzofuranyl)-g... Starting materials: CCO, N#CCCCCl, [Na+], [OH-], Nc1cc[nH]c(=S)n1. The product is N#CCCCSc1nccc(N)n1. Reaction SMILES: [CH3:15][CH2:16][OH:17].[Cl:1][CH2:2][CH2:3][CH2:4][C:5]#[N:6].[Na+:19].[OH-:18].[nH:7]1[c:8](=[S:9])[n:10][c:11]([NH2:12])[cH:13][cH:14]1>>[CH2:2]([CH2:3][CH2:4][C:5]#[N:6])[S:9][c:8]1[n:7][cH:14][cH:13][c:11]([NH2:12])[n:10]1. Reactants: CC(=O)NCCc1cc2c(cc1CCl)OCO2, CS(C)=O, N#C[Na], O. Product: CC(=O)NCCc1cc2c(cc1CC#N)OCO2. As a reaction SMILES: [C:1]([CH3:2])(=[O:3])[NH:4][CH2:5][CH2:6][c:7]1[cH:8][c:9]2[c:10]([cH:11][c:12]1[CH2:13][Cl:14])[O:15][CH2:16][O:17]2.[CH3:22][S:23]([CH3:24])=[O:25].[Na:18][C:19]#[N:20].[OH2:21]>>[C:1]([CH3:2])(=[O:3])[NH:4][CH2:5][CH2:6][c:7]1[cH:8][c:9]2[c:10]([cH:11][c:12]1[CH2:13][C:19]#[N:20])[O:15][CH2:16][O:17]2. The reactants are O (water), FC1=C(C=C(C(=O)OC)C=C1)[N+](=O)[O-] (Methyl 4-fluoro-3-nitrobenzoate), FC1(CC(C1)O)F (3,3-Difluoro-cyclobutanol), C(=O)([O-])[O-].[Cs+].[Cs+] (Cs2CO3). Run in CN(C)C=O (DMF). The product is COC(C1=CC(=C(C=C1)OC1CC(C1)(F)F)[N+](=O)[O-])=O (4-(3,3-Difluoro-cyclobutoxy)-3-nitro-benzoic acid methyl ester). Isolated yield 97.1%. As a reaction SMILES: F[C:2]1[CH:11]=[CH:10][C:5]([C:6]([O:8][CH3:9])=[O:7])=[CH:4][C:3]=1[N+:12]([O-:14])=[O:13].[F:15][C:16]1([F:21])[CH2:19][CH:18]([OH:20])[CH2:17]1.C([O-])([O-])=O.[Cs+].[Cs+].O>CN(C=O)C>[CH3:9][O:8][C:6](=[O:7])[C:5]1[CH:10]=[CH:11][C:2]([O:20][CH:18]2[CH2:19][C:16]([F:21])([F:15])[CH2:17]2)=[C:3]([N+:12]([O-:14])=[O:13])[CH:4]=1 |f:2.3.4|. Reported procedure: 1.0 g of Methyl 4-fluoro-3-nitrobenzoate, 1.6 g of 3,3-Difluoro-cyclobutanol, and 3.3 g of Cs2CO3 were stirred in 10 ml of anhydrous DMF for 7 h at 60° C. The reaction mixture was then poured into 100 ml of water and extracted three times using 30 ml of EA each. The organic layer was dried using MgSO4 and volatiles were evaporated to yield 1.4 g of the title compound that was used without further purification. The reactants are [BH4-].[Na+] (NaBH4), CCO (EtOH), C(C)(C)C1OCCN1 (2-isopropyltetrahydro-1,3-oxazole). The product is C(C(C)C)NCCCO (N-isobutyl-3-hydroxypropylamine). The yield is 100.0%. Reaction SMILES: [CH:1]([CH:4]1[NH:8][CH2:7][CH2:6]O1)([CH3:3])[CH3:2].[BH4-].[Na+].C[CH2:12][OH:13]>>[CH2:4]([NH:8][CH2:7][CH2:6][CH2:12][OH:13])[CH:1]([CH3:2])[CH3:3] |f:1.2|. Procedure details: To a solution of 2-isopropyltetrahydro-1,3-oxazole (4.94 g, 38.2 mmol) in abs. EtOH (100 mL) at 0° C. was added NaBH4 (2.17 g (57.4 mmol, 1.5 equiv.) in small portions over 15 min. and the resulting mixture was stirred at room temp.overnight. The resulting mixture was concentrated under reduced pressure, then treated with EtOAc (150 mL) and water (100 mL) (CAUTION; gas evolution), and stirred at room temp for 30 min. The resulting organic layer was washed with a saturated NaCl solution. The comb... As a reaction SMILES: [C:1]([CH3:2])([CH3:3])([CH3:4])[Si:5]([O:6][CH2:7][CH2:8][c:9]1[cH:10][c:11]([OH:17])[c:12]([CH:13]=[O:14])[cH:15][cH:16]1)([CH3:18])[CH3:19].[C:28](=[O:29])([O-:30])[O-:31].[CH3:35][CH2:36][O:37][C:38](=[O:39])[CH3:40].[Cl:20][CH2:21][c:22]1[cH:23][cH:24][cH:25][cH:26][cH:27]1.[K+:32].[K+:33].[OH2:34]>>[C:1]([CH3:2])([CH3:3])([CH3:4])[Si:5]([O:6][CH2:7][CH2:8][c:9]1[cH:10][c:11]([O:17][CH2:21][c:22]2[cH:23][cH:24][cH:25][cH:26][cH:27]2)[c:12]([CH:13]=[O:14])[cH:15][cH:16]1)([CH3:18])[CH3:19]. Product: CC(C)(C)[Si](C)(C)OCCc1ccc(C=O)c(OCc2ccccc2)c1. Reactants: CC(C)(C)[Si](C)(C)OCCc1ccc(C=O)c(O)c1, O=C([O-])[O-], CCOC(C)=O, ClCc1ccccc1, [K+], [K+], O. The reactants are BrCCOc1ccccc1, Oc1cccnc1Cl, [K+], [K+], O=C([O-])[O-], CN(C)C=O. Product: Clc1ncccc1OCCOc1ccccc1. Reaction SMILES: [Br:9][CH2:10][CH2:11][O:12][c:13]1[cH:14][cH:15][cH:16][cH:17][cH:18]1.[Cl:1][c:2]1[n:3][cH:4][cH:5][cH:6][c:7]1[OH:8].[K+:19].[K+:20].[O-:21][C:22]([O-:23])=[O:24].[O:25]=[CH:26][N:27]([CH3:28])[CH3:29]>>[Cl:1][c:2]1[n:3][cH:4][cH:5][cH:6][c:7]1[O:8][CH2:10][CH2:11][O:12][c:13]1[cH:14][cH:15][cH:16][cH:17][cH:18]1.